From a dataset of the Open Reaction Database (ORD), a public repository of structured organic reaction records. describe an organic reaction: reactants, conditions, products, and yield The reactants are COC(=O)C=1NC=2C=C(C=C3C2C1C=NNC3=O)NC(=O)OC(C)(C)C (8-tert-Butoxycarbonylamino-6-oxo-5,6-dihydro-1H-[1,2]diazepino[4,5,6-cd]indole-2-carboxylic acid methyl ester), C(C#C)N1CCOCC1 (4-prop-2-ynyl-morpholine), BrCC#C (3-bromo-propyne), N1CCOCC1 (morpholine), C(=O)([O-])[O-].[K+].[K+] (K2CO3), O1CCCC1 (tetrahydrofuran). Product: C(C#C)N1CCOCC1 (4-Prop-2-ynyl-morpholine), N1(CCOCC1)CC#CC=1NC=2C=C(C=C3C2C1C=NNC3=O)NC(=O)[C@H]3[C@@H](C3)C3=CC=CC=C3 ((1R,2R)-2-Phenyl-cyclopropanecarboxylic acid [2-(3-morpholin-4-yl-prop-1-ynyl)-6-oxo-5,6-dihydro-1H-[1,2]diazepino[4,5,6-cd]indol-8-yl]-amide). As a reaction SMILES: CO[C:3]([C:5]1[NH:6][C:7]2[CH:8]=[C:9]([NH:19][C:20]([O:22]C(C)(C)C)=O)[CH:10]=[C:11]3[C:17](=[O:18])[NH:16][N:15]=[CH:14][C:13]=1[C:12]=23)=O.[CH2:27]([N:30]1[CH2:35][CH2:34][O:33][CH2:32][CH2:31]1)[C:28]#[CH:29].Br[CH2:37][C:38]#[CH:39].N1[CH2:45][CH2:44]OCC1.C([O-])([O-])=O.[K+].[K+].O1[CH2:56][CH2:55][CH2:54][CH2:53]1>>[CH2:27]([N:30]1[CH2:35][CH2:34][O:33][CH2:32][CH2:31]1)[C:28]#[CH:29].[N:30]1([CH2:27][C:28]#[C:3][C:5]2[NH:6][C:7]3[CH:8]=[C:9]([NH:19][C:20]([C@@H:38]4[CH2:39][C@H:37]4[C:45]4[CH:44]=[CH:56][CH:55]=[CH:54][CH:53]=4)=[O:22])[CH:10]=[C:11]4[C:17](=[O:18])[NH:16][N:15]=[CH:14][C:13]=2[C:12]=34)[CH2:35][CH2:34][O:33][CH2:32][CH2:31]1 |f:4.5.6|. Procedure details: Preparation of example 246 from Intermediate 147(d) of Example 147 (300 mg, 0.794 mmol) was carried out in three steps in a manner similar to that described for the preparation of Example 233 except that 4-prop-2-ynyl-morpholine was used instead of dimethyl-prop-2-ynyl-amine in step 1. 4-Prop-2-ynyl-morpholine was prepared by refluxing 3-bromo-propyne, morpholine and K2CO3 in tetrahydrofuran for 1 hour. The title compound (34 mg, 0.073 mmol) was obtained as a yellow powder in 18% overall yield. Reaction SMILES: CC(C)([O-:4])C.[K+].O[CH2:8][C:9]([C:11]1[CH:16]=[CH:15][CH:14]=[CH:13][CH:12]=1)=[O:10].[CH3:17][O:18][C:19]1[C:20]([N+:28]([O-:30])=[O:29])=[C:21]([CH:25]=[CH:26][CH:27]=1)[C:22](Cl)=[O:23].Cl>C1COCC1.C(Cl)Cl>[OH:4][C:12]1[CH:13]=[CH:14][CH:15]=[CH:16][C:11]=1[C:9](=[O:10])[CH2:8][C:22]([C:21]1[CH:25]=[CH:26][CH:27]=[C:19]([O:18][CH3:17])[C:20]=1[N+:28]([O-:30])=[O:29])=[O:23] |f:0.1|. Product: OC1=C(C=CC=C1)C(CC(=O)C1=C(C(=CC=C1)OC)[N+](=O)[O-])=O (1-(2-hydroxyphenyl)-3-(3-methoxy-2-nitrophenyl)propane-1,3-dione). Reaction conditions: temperature 0 celsius, time 35 minute. Reported procedure: To a 300-mL, three-neck, round-bottom flask with a mechanical stirrer is added potassium tert.-butoxide (2.5 g, 22 mmol). The flask is cooled to 0° C. and dry THF (10 mL) is added. To this solution, 2-hydroxy-acetophenone (3.5 mL, 18.6 mmol) in THF (10 mL) is added slowly over 30 minutes keeping the temperature below 5° C. The resulting yellow paste is warmed to 25° C. and stirred for 35 minutes. The mixture is cooled to 0° C. and 3-methoxy-2-nitrobenzoyl chloride (4.3 g, 20 mmol) in THF (15 mL)... Yield: 94.1%. Run in C1CCOC1 (THF), C1CCOC1 (THF), C(Cl)Cl (CH2Cl2), C1CCOC1 (THF), C1CCOC1 (THF). The reactants are CC(C)([O-])C.[K+] (potassium tert.-butoxide), CC(C)([O-])C.[K+] (potassium tert.-butoxide), Cl (HCl), OCC(=O)C1=CC=CC=C1 (2-hydroxy-acetophenone), COC=1C(=C(C(=O)Cl)C=CC1)[N+](=O)[O-] (3-methoxy-2-nitrobenzoyl chloride). The reactants are BrCc1ccccc1, O=C([O-])[O-], CCOC(=O)c1nc(I)c2nc(-c3ccccc3)sc2c1O, CN(C)C=O, [K+], [K+]. The product is CCOC(=O)c1nc(I)c2nc(-c3ccccc3)sc2c1OCc1ccccc1. RXN SMILES: [Br:23][CH2:24][c:25]1[cH:26][cH:27][cH:28][cH:29][cH:30]1.[C:31](=[O:32])([O-:33])[O-:34].[CH2:1]([CH3:2])[O:3][C:4](=[O:5])[c:6]1[c:7]([OH:22])[c:8]2[c:9]([c:10]([I:12])[n:11]1)[n:13][c:14](-[c:16]1[cH:17][cH:18][cH:19][cH:20][cH:21]1)[s:15]2.[CH3:37][N:38]([CH3:39])[CH:40]=[O:41].[K+:35].[K+:36]>>[CH2:1]([CH3:2])[O:3][C:4](=[O:5])[c:6]1[c:7]([O:22][CH2:24][c:25]2[cH:26][cH:27][cH:28][cH:29][cH:30]2)[c:8]2[c:9]([c:10]([I:12])[n:11]1)[n:13][c:14](-[c:16]1[cH:17][cH:18][cH:19][cH:20][cH:21]1)[s:15]2. Starting materials: ClC1=NC=C(C=C1[N+](=O)[O-])[N+](=O)[O-] (2-chloro-3,5-dinitropyridine), N1CCNCC1 (piperazine). Solvent: C(CCC)O (n-butanol). Yields the product [N+](=O)([O-])C=1C(=NC=C(C1)[N+](=O)[O-])N1CCNCC1 (3,5-Dinitro-2-piperazinopyridine). The yield is 32.2%. Reaction SMILES: Cl[C:2]1[C:7]([N+:8]([O-:10])=[O:9])=[CH:6][C:5]([N+:11]([O-:13])=[O:12])=[CH:4][N:3]=1.[NH:14]1[CH2:19][CH2:18][NH:17][CH2:16][CH2:15]1>C(O)CCC>[N+:8]([C:7]1[C:2]([N:14]2[CH2:19][CH2:18][NH:17][CH2:16][CH2:15]2)=[N:3][CH:4]=[C:5]([N+:11]([O-:13])=[O:12])[CH:6]=1)([O-:10])=[O:9]. Procedure details: In n-butanol (20 ml), 1 g of 2-chloro-3,5-dinitropyridine and 2.1 g of anhydrous piperazine were refluxed for 2 hours. Thereafter, n-butanol was distilled off under reduced pressure, followed by extraction with 2N-NaOH and chloroform. The chloroform layer was washed with saturated saline and then dried with anhydrous magnesium sulfate. Under reduced pressure, chloroform was distilled off to obtain 0.4 g of the intended product (yield: 32%). Reagents/catalysts: dibutyltindilaurate2 catalyst. Reaction conditions: temperature 135 celsius. Procedure details: About 525.0 grams (4.73 equiv.) of isophorone diisocyanate1 and 1.5 grams of dibutyltindilaurate2 catalyst, followed by 986 grams (3.88 equiv.) of octylphenol ethoxylate3, were added to a 3000 ml three-neck resin kettle equipped with a Trubore stirrer, N2 atmosphere inlet, and a thermocouple-temperature controller. The reaction mixture was heated to about 135° C., about 346.1 grams (0.497 equiv.) of a yellow polymeric colorant corresponding to Colorant A from Table I of U.S. Pat. No. 5,231,135 w... RXN SMILES: O=[C:2]1[CH2:9][C:6]([CH3:8])([CH3:7])[CH2:5][C:4]([CH3:10])=[CH:3]1.C(C1C=CC=C[C:20]=1[OH:25])CCCCCCC.[N:26]#N.[N-:28]=[C:29]=O.[Al].[CH2:32]([OH:36])CCC>>[O:36]=[C:32]=[N:26][CH:2]1[CH2:9][C:6]([CH3:8])([CH3:7])[CH2:5][C:4]([CH3:10])([CH2:29][N:28]=[C:20]=[O:25])[CH2:3]1. Starting materials: O=C1C=C(CC(C)(C)C1)C (isophorone), [N-]=C=O (isocyanate), C(CCCCCCC)C1=C(C=CC=C1)O (octylphenol), C(CCC)O (n-butanol), 2S, C(CCCCCCC)C1=C(C=CC=C1)O (octylphenol), N#N (N2), [Al] (aluminum). Product: O=C=NC1CC(CN=C=O)(CC(C1)(C)C)C (Isophorone Diisocyanate).